Dataset: the Open Reaction Database (ORD), a public repository of structured organic reaction records. Task: describe an organic reaction: reactants, conditions, products, and yield Product: CC(CNCC1=CC=C(S1)C=1C=C2C(=CNC2=C(C1)C(=O)N)C1CCN(CC1)S(=O)(=O)CC)(C)C (5-(5-{[(2,2-dimethylpropyl)amino]methyl}-2-thienyl)-3-[1-(ethylsulfonyl)-4-piperidinyl]-1H-indole-7-carboxamide). Reaction SMILES: [CH3:1][C:2]([CH3:15])([CH3:14])[CH2:3][NH:4][CH2:5][C:6]1[S:10][C:9](B(O)O)=[CH:8][CH:7]=1.Br[C:17]1[CH:18]=[C:19]2[C:23](=[C:24]([C:26]([NH2:28])=[O:27])[CH:25]=1)[NH:22][CH:21]=[C:20]2[CH:29]1[CH2:34][CH2:33][N:32]([S:35]([CH2:38][CH3:39])(=[O:37])=[O:36])[CH2:31][CH2:30]1.C(=O)([O-])[O-].[K+].[K+]>C1C=CC([P]([Pd]([P](C2C=CC=CC=2)(C2C=CC=CC=2)C2C=CC=CC=2)([P](C2C=CC=CC=2)(C2C=CC=CC=2)C2C=CC=CC=2)[P](C2C=CC=CC=2)(C2C=CC=CC=2)C2C=CC=CC=2)(C2C=CC=CC=2)C2C=CC=CC=2)=CC=1>[CH3:1][C:2]([CH3:15])([CH3:14])[CH2:3][NH:4][CH2:5][C:6]1[S:10][C:9]([C:17]2[CH:18]=[C:19]3[C:23](=[C:24]([C:26]([NH2:28])=[O:27])[CH:25]=2)[NH:22][CH:21]=[C:20]3[CH:29]2[CH2:30][CH2:31][N:32]([S:35]([CH2:38][CH3:39])(=[O:36])=[O:37])[CH2:33][CH2:34]2)=[CH:8][CH:7]=1 |f:2.3.4,^1:49,51,70,89|. Reagents/catalysts: C=1C=CC(=CC1)[P](C=2C=CC=CC2)(C=3C=CC=CC3)[Pd]([P](C=4C=CC=CC4)(C=5C=CC=CC5)C=6C=CC=CC6)([P](C=7C=CC=CC7)(C=8C=CC=CC8)C=9C=CC=CC9)[P](C=1C=CC=CC1)(C=1C=CC=CC1)C=1C=CC=CC1 (tetrakis(triphenylphosphine)palladium(0)). Starting materials: CC(CNCC1=CC=C(S1)B(O)O)(C)C ((5-{[(2,2-dimethylpropyl)amino]methyl}-2-thienyl)boronic acid), BrC=1C=C2C(=CNC2=C(C1)C(=O)N)C1CCN(CC1)S(=O)(=O)CC (5-bromo-3-[1-(ethylsulfonyl)-4-piperidinyl]-1H-indole-7-carboxamide), C([O-])([O-])=O.[K+].[K+] (potassium carbonate). Procedure: Following the general procedure of 5-{5-[(ethylamino)methyl]-2-thienyl}-3-[1-(ethylsulfonyl)-4-piperidinyl]-1H-indole-7-carboxamide, (5-formyl-2-thienyl)boronic acid (50 mg, 0.32 mmol), (2,2-dimethylpropyl)amine (0.037 mL, 0.32 mmol), and NaCNBH3 (40 mg, 0.64 mmol) were reacted to give 73 mg of crude (5-{[(2,2-dimethylpropyl)amino]methyl}-2-thienyl)boronic acid. The crude (5-{[(2,2-dimethylpropyl)amino]methyl}-2-thienyl)boronic acid was then reacted with 5-bromo-3-[1-(ethylsulfonyl)-4-piperidiny... The yield is 21.0%.